This data is from the Open Reaction Database (ORD), a public repository of structured organic reaction records. The task is: describe an organic reaction: reactants, conditions, products, and yield The reactants are [H-].[Al+3].[Li+].[H-].[H-].[H-] (lithium aluminum hydride), [OH-].[Na+] (NaOH), C(C1=CC=CC=C1)C(C(=O)OC)CN(C)C (methyl 2-benzyl-3-dimethylaminopropionate), O (water). The solvent is CCOCC (ether), CCOCC (ether). Reaction conditions: time 18 hour. The product is C(C1=CC=CC=C1)C(CO)CN(C)C (2-benzyl-3-dimethylaminopropanol). As a reaction SMILES: [CH2:1]([CH:8]([CH2:13][N:14]([CH3:16])[CH3:15])[C:9](OC)=[O:10])[C:2]1[CH:7]=[CH:6][CH:5]=[CH:4][CH:3]=1.[H-].[Al+3].[Li+].[H-].[H-].[H-].O.[OH-].[Na+]>CCOCC>[CH2:1]([CH:8]([CH2:13][N:14]([CH3:16])[CH3:15])[CH2:9][OH:10])[C:2]1[CH:7]=[CH:6][CH:5]=[CH:4][CH:3]=1 |f:1.2.3.4.5.6,8.9|. Reported procedure: A solution of methyl 2-benzyl-3-dimethylaminopropionate (60.0 g) in ether (300 ml) is added dropwise with stirring under a nitrogen atmosphere to a suspension of lithium aluminum hydride (28.0 g) in ether (700 ml). The reaction mixture is refluxed for 4 hours, then stirred at room temperature for 18 hours. The reaction mixture is cooled to 0°, and water (30 ml) is added cautiously (dropwise initially) followed by 10% NaOH (60 ml). The solid inorganic material is filtered off, and the filtrate dr...